This data is from the Open Reaction Database (ORD), a public repository of structured organic reaction records. The task is: describe an organic reaction: reactants, conditions, products, and yield Reactants: ClCCl, C=CCC(C)(C)CC, O=C(OO)c1cccc(Cl)c1. Product: CCC(C)(C)CC1CO1. As a reaction SMILES: [CH2:20]([Cl:21])[Cl:22].[CH3:1][C:2]([CH2:3][CH:4]=[CH2:5])([CH2:6][CH3:7])[CH3:8].[OH:9][O:10][C:11]([c:12]1[cH:13][c:14]([Cl:15])[cH:16][cH:17][cH:18]1)=[O:19]>>[CH3:1][C:2]([CH2:3][CH:4]1[CH2:5][O:9]1)([CH2:6][CH3:7])[CH3:8]. Starting materials: NC1=C(C(=O)OC)C=CC(=C1)OC1=CC=CC=C1 (methyl 2-amino-4-phenoxybenzoate), FC1=CC=C(C=C1)I (1-fluoro-4-iodobenzene), CC(C)([O-])C.[Na+] (sodium tert-butoxide), C(CC(O)(C(=O)O)CC(=O)O)(=O)O (citric acid). Solvent: O1CCOCC1 (dioxane), C(C)(=O)OCC (ethyl acetate). The product is FC1=CC=C(NC2=C(C(=O)OC)C=CC(=C2)OC2=CC=CC=C2)C=C1 (methyl 2-(4-fluoroanilino)-4-phenoxybenzoate). The yield is 51.5%. As a reaction SMILES: [NH2:1][C:2]1[CH:11]=[C:10]([O:12][C:13]2[CH:18]=[CH:17][CH:16]=[CH:15][CH:14]=2)[CH:9]=[CH:8][C:3]=1[C:4]([O:6][CH3:7])=[O:5].[F:19][C:20]1[CH:25]=[CH:24][C:23](I)=[CH:22][CH:21]=1.CC(C)([O-])C.[Na+].C(O)(=O)CC(CC(O)=O)(C(O)=O)O>C(OCC)(=O)C.O1CCOCC1>[F:19][C:20]1[CH:25]=[CH:24][C:23]([NH:1][C:2]2[CH:11]=[C:10]([O:12][C:13]3[CH:18]=[CH:17][CH:16]=[CH:15][CH:14]=3)[CH:9]=[CH:8][C:3]=2[C:4]([O:6][CH3:7])=[O:5])=[CH:22][CH:21]=1 |f:2.3|. Reported procedure: To dioxane 5.0 mL solution of methyl 2-amino-4-phenoxybenzoate 0.34 g were added 1-fluoro-4-iodobenzene 0.18 mL,1,1′-bis(diphenylphosphino)ferrocene 93 mg,1,1′-bis(diphenylphosphino)ferrocene palladium(II) dichloride dichloromethane complex 46 mg and sodium tert-butoxide 0.15 g at room temperature, and it was heated and refluxed under nitrogen atmosphere for 3 hours. After the reaction mixture was cooled to room temperature,10% citric acid aqueous solution and ethyl acetate were added to it. The... Starting materials: COC(=O)C1=CC=C(C=2N(C3=CC=C(C=C3C12)Cl)C)OC (methyl-6-chloro-1-methoxy-9-methyl-9H-4-carbazole carboxylate). Solvent: CO (methanol), [OH-].[Na+] (sodium hydroxide). Reaction conditions: time 3 hour. Product: 350, ClC=1C=C2C=3C(=CC=C(C3N(C2=CC1)C)OC)C(=O)O (6-Chloro-1-methoxy-9-methyl-9H-4-carbazole carboxylicacid). RXN SMILES: C[O:2][C:3]([C:5]1[C:17]2[C:16]3[C:11](=[CH:12][CH:13]=[C:14]([Cl:18])[CH:15]=3)[N:10]([CH3:19])[C:9]=2[C:8]([O:20][CH3:21])=[CH:7][CH:6]=1)=[O:4]>CO.[OH-].[Na+]>[Cl:18][C:14]1[CH:15]=[C:16]2[C:11](=[CH:12][CH:13]=1)[N:10]([CH3:19])[C:9]1[C:8]([O:20][CH3:21])=[CH:7][CH:6]=[C:5]([C:3]([OH:4])=[O:2])[C:17]2=1 |f:2.3|. Procedure: To a solution of methyl-6-chloro-1-methoxy-9-methyl-9H-4-carbazole carboxylate (390 mg 1.285 mmoles) in 20 mL methanol, 5 mL of 10% sodium hydroxide solution was added and stirred for 3 hrs. Methanol from the reaction mixture was evaporated under reduced pressure, diluted with ethyl acetate (5 mL) and washed with 10% sodium hydroxide solution (2×2 mL). This aqueous layer is acidified with 1N HCl and extracted with ethyl acetate (2×25 mL), dried over sodium sulfate and concentrated to give 350 of... The reactants are O=C(O)Cc1ccc2c(c1)OCO2, Nc1ccc(F)nc1. Reagents/catalysts: C1CCC(CC1)N=C=NC2CCCCC2 (DCC), CCOC(=O)C(=NO)C#N (Oxyma). Run in CN(C)C=O (DMF), CN(C)C=O (DMF), CN(C)C=O (DMF), CN(C)C=O (DMF), CN(C)C=O (DMF), CN(C)C=O (DMF). Conditions: temperature 25 celsius, time 2 hour. The product is O=C(Cc1ccc2c(c1)OCO2)Nc1ccc(F)nc1. Yield: 21.5%. As a reaction SMILES: Nc1ccc(F)nc1.O=C(O)Cc1ccc2c(c1)OCO2.C1CCC(CC1)N=C=NC2CCCCC2.CCOC(=O)C(=NO)C#N.CN(C)C=O>>O=C(Cc1ccc2c(c1)OCO2)Nc1ccc(F)nc1. Reactants: C1(CCCC1)CN1N=C(C=2C1=NC=C(C2)F)C=2N=C(C1=C(N2)NC(C1(C)C)=O)I (2-[1-(cyclopentylmethyl)-5-fluoro-1H-pyrazolo[3,4-b]pyridin-3-yl]-4-iodo-5,5-dimethyl-5,7-dihydro-6H-pyrrolo[2,3-d]pyrimidin-6-one), [H][H] (hydrogen). The reagents and catalysts are [Pd] (palladium on carbon). The solvent is CN(C)C=O (DMF). Yields the product C1(CCCC1)CN1N=C(C=2C1=NC=C(C2)F)C=2N=CC1=C(N2)NC(C1(C)C)=O (2-[1-(Cyclopentylmethyl)-5-fluoro-1H-pyrazolo[3,4-b]pyridin-3-yl]-5,5-dimethyl-5,7-dihydro-6H-pyrrolo[2,3-d]pyrimidin-6-one). Reaction SMILES: [CH:1]1([CH2:6][N:7]2[C:11]3=[N:12][CH:13]=[C:14]([F:16])[CH:15]=[C:10]3[C:9]([C:17]3[N:18]=[C:19](I)[C:20]4[C:25]([CH3:27])([CH3:26])[C:24](=[O:28])[NH:23][C:21]=4[N:22]=3)=[N:8]2)[CH2:5][CH2:4][CH2:3][CH2:2]1.[H][H]>CN(C=O)C.[Pd]>[CH:1]1([CH2:6][N:7]2[C:11]3=[N:12][CH:13]=[C:14]([F:16])[CH:15]=[C:10]3[C:9]([C:17]3[N:18]=[CH:19][C:20]4[C:25]([CH3:26])([CH3:27])[C:24](=[O:28])[NH:23][C:21]=4[N:22]=3)=[N:8]2)[CH2:2][CH2:3][CH2:4][CH2:5]1. Procedure details: 230 mg (0.454 mmol) of 2-[1-(cyclopentylmethyl)-5-fluoro-1H-pyrazolo[3,4-b]pyridin-3-yl]-4-iodo-5,5-dimethyl-5,7-dihydro-6H-pyrrolo[2,3-d]pyrimidin-6-one were dissolved in 8 ml of absolute DMF, 150 mg of 10% palladium on carbon were added and the mixture was hydrogenated with hydrogen at standard pressure for 3 h. The reaction mixture was filtered through Celite and concentrated. The residue was triturated with 4 ml of acetonitrile, filtered off with suction and dried under high vacuum. This gav... Starting materials: C(C)(C)(C)OC(N[C@@H](CCO)C(O[SiH2]C(C)(C)C)(C1=CC=CC=C1)C1=CC=CC=C1)=O ([(S)-1-(tert-butyl-diphenyl-silanyloxymethyl)-3-hydroxy-propyl]carbamic acid tert-butyl ester), polystyrene resin, N1C=NC=C1 (Imidazole), II (iodine). Solvent: ClCCl (dichloromethane), ClCCl (dichloromethane). Reaction conditions: time 15 minute. The product is C(C)(C)(C)OC(N[C@@H](CCI)C(O[SiH2]C(C)(C)C)(C1=CC=CC=C1)C1=CC=CC=C1)=O ([(S)-1-(tert-butyl-diphenyl-silanyloxymethyl)-3-iodo-propyl]-carbamic acid tert-butyl ester). Reaction SMILES: [I:1]I.N1C=CN=C1.[C:8]([O:12][C:13](=[O:38])[NH:14][C@H:15]([C:19]([C:32]1[CH:37]=[CH:36][CH:35]=[CH:34][CH:33]=1)([C:26]1[CH:31]=[CH:30][CH:29]=[CH:28][CH:27]=1)[O:20][SiH2:21][C:22]([CH3:25])([CH3:24])[CH3:23])[CH2:16][CH2:17]O)([CH3:11])([CH3:10])[CH3:9]>ClCCl>[C:8]([O:12][C:13](=[O:38])[NH:14][C@H:15]([C:19]([C:32]1[CH:37]=[CH:36][CH:35]=[CH:34][CH:33]=1)([C:26]1[CH:31]=[CH:30][CH:29]=[CH:28][CH:27]=1)[O:20][SiH2:21][C:22]([CH3:25])([CH3:24])[CH3:23])[CH2:16][CH2:17][I:1])([CH3:11])([CH3:10])[CH3:9]. Procedure details: A suspension of polystyrene resin-bound triphenylphosphine (2.33 g, 3 mmol/g in dry dichloromethane (25 ml) is treated with iodine (1.56 g, 6.16 mmol) and stirred for 15 minutes under argon. Imidazole (0.477 g, 7.0 mmol) is added and the reaction mixture stirred at room temperature for a further 15 minutes. The reaction mixture is then treated with a solution of [(S)-1-(tert-butyl-diphenyl-silanyloxymethyl)-3-hydroxy-propyl]carbamic acid tert-butyl ester (1.24 g, 2.8 mmol) in dichloromethane (5 ... Run at temperature 70 celsius. Reaction SMILES: FC(F)(F)[C:3]([N:5]1[CH2:10][CH2:9][CH:8]([O:11][C:12]2[CH:13]=[C:14]([CH:17]=[CH:18][CH:19]=2)[CH:15]=[O:16])[CH2:7][CH2:6]1)=O.[CH2:22]1OC1C.[CH3:26][OH:27]>>[OH:27][CH:26]([CH3:22])[CH2:3][N:5]1[CH2:10][CH2:9][CH:8]([O:11][C:12]2[CH:13]=[C:14]([CH:17]=[CH:18][CH:19]=2)[CH:15]=[O:16])[CH2:7][CH2:6]1. Yield: 78.0%. Reactants: FC(C(=O)N1CCC(CC1)OC=1C=C(C=O)C=CC1)(F)F (3-(1-(2,2,2-trifluoroacetyl)piperidin-4-yloxy)benzaldehyde), C1C(C)O1 (propylene oxide), CO (MeOH). Yields the product OC(CN1CCC(CC1)OC=1C=C(C=O)C=CC1)C (3-(1-(2-hydroxypropyl)piperidin-4-yloxy)benzaldehyde). Procedure details: 3-(1-(2,2,2-trifluoroacetyl)piperidin-4-yloxy)benzaldehyde (62) (1 eq) was taken in MeOH to which propylene oxide (4 eq) was added and the reaction mixture was heated in a sealed tube at 70° C. for 8 h when LCMS showed completion of reaction. The reaction mixture was concentrated and purified by column chromatography using silica gel (100-200 mesh) to afford the pure product as a colorless oil. Starting materials: CN(C)CCCOc1ccc(-c2csc(C=O)c2)cc1, Cc1ccccc1. The product is CN(C)CCCOc1ccc(-c2csc(CO)c2)cc1. As a reaction SMILES: [CH3:1][N:2]([CH2:3][CH2:4][CH2:5][O:6][c:7]1[cH:8][cH:9][c:10](-[c:13]2[cH:14][c:15]([CH:18]=[O:19])[s:16][cH:17]2)[cH:11][cH:12]1)[CH3:20].[CH3:21][c:22]1[cH:23][cH:24][cH:25][cH:26][cH:27]1>>[CH3:1][N:2]([CH2:3][CH2:4][CH2:5][O:6][c:7]1[cH:8][cH:9][c:10](-[c:13]2[cH:14][c:15]([CH2:18][OH:19])[s:16][cH:17]2)[cH:11][cH:12]1)[CH3:20]. The reactants are [Si](C)(C)(C(C)(C)C)O[C@H](C)[C@H]1C(N([C@@H]1[C@@H](C)C(=S)C1=CC=C(C=C1)Cl)CC(=O)OC(C)(C)C)=O ((3S,4S)-3-[(1R)-1-t-butyldimethylsilyloxyethyl]-4-[(1R)-1-p-chlorophenylthiocarbonylethyl]-1-(t-butyloxycarbonylmethyl)azetidin-2-one), B(F)(F)F (BF3), complex. Solvent: C(Cl)Cl (methylene chloride). Conditions: time 1 hour. The product is O[C@H](C)[C@H]1C(N([C@@H]1[C@@H](C)C(=S)C1=CC=C(C=C1)Cl)CC(=O)O)=O ((3S,4S)-3-[(1R)-1-hydroxyethyl]-4-[(1R)-1-p-chlorophenylthiocarbonylethyl]-1-(carboxymethyl)azetidin-2-one). RXN SMILES: [Si]([O:8][C@@H:9]([C@@H:11]1[C@@H:14]([C@H:15]([C:17]([C:19]2[CH:24]=[CH:23][C:22]([Cl:25])=[CH:21][CH:20]=2)=[S:18])[CH3:16])[N:13]([CH2:26][C:27]([O:29]C(C)(C)C)=[O:28])[C:12]1=[O:34])[CH3:10])(C(C)(C)C)(C)C.B(F)(F)F>C(Cl)Cl>[OH:8][C@@H:9]([C@@H:11]1[C@@H:14]([C@H:15]([C:17]([C:19]2[CH:20]=[CH:21][C:22]([Cl:25])=[CH:23][CH:24]=2)=[S:18])[CH3:16])[N:13]([CH2:26][C:27]([OH:29])=[O:28])[C:12]1=[O:34])[CH3:10]. Procedure details: To a solution of (3S,4S)-3-[(1R)-1-t-butyldimethylsilyloxyethyl]-4-[(1R)-1-p-chlorophenylthiocarbonylethyl]-1-(t-butyloxycarbonylmethyl)azetidin-2-one (200 mg) in dry methylene chloride (1.5 ml), there was added BF3 -ET2O complex (263 mg), followed by stirring at room temperature for 1 hour. After evaporation of the solvent, the residue was dissolved in methanol (0.5 ml), diluted with brine and extracted with ethyl acetate. The organic layer was washed with brine, dried over sodium sulfate and e...